This data is from the Open Reaction Database (ORD), a public repository of structured organic reaction records. The task is: describe an organic reaction: reactants, conditions, products, and yield Starting materials: C12(CC3CC(CC(C1)C3)C2)C=2C=C(C=CC2O)C#CC2=CC=C(C(=O)OC)C=C2 (methyl 4-[3-(1-adamantyl)-4-hydroxyphenylethynyl]benzoate), BrCCCCCCO (6-bromo-1-hexanol), C([O-])([O-])=O.[K+].[K+] (potassium carbonate), [I-].[K+] (potassium iodide). Run in CC(CC)=O (2-butanone). Product: C12(CC3CC(CC(C1)C3)C2)C=2C=C(C=CC2OCCCCCCO)C#CC2=CC=C(C(=O)OC)C=C2 (methyl 4-[3-(1-adamantyl)-4-(6-hydroxyhexyloxy)phenylethynyl]benzoate). Reaction SMILES: [C:1]12([C:11]3[CH:12]=[C:13]([C:18]#[C:19][C:20]4[CH:29]=[CH:28][C:23]([C:24]([O:26][CH3:27])=[O:25])=[CH:22][CH:21]=4)[CH:14]=[CH:15][C:16]=3[OH:17])[CH2:10][CH:5]3[CH2:6][CH:7]([CH2:9][CH:3]([CH2:4]3)[CH2:2]1)[CH2:8]2.Br[CH2:31][CH2:32][CH2:33][CH2:34][CH2:35][CH2:36][OH:37].C(=O)([O-])[O-].[K+].[K+].[I-].[K+]>CC(=O)CC>[C:1]12([C:11]3[CH:12]=[C:13]([C:18]#[C:19][C:20]4[CH:29]=[CH:28][C:23]([C:24]([O:26][CH3:27])=[O:25])=[CH:22][CH:21]=4)[CH:14]=[CH:15][C:16]=3[O:17][CH2:31][CH2:32][CH2:33][CH2:34][CH2:35][CH2:36][OH:37])[CH2:10][CH:5]3[CH2:6][CH:7]([CH2:9][CH:3]([CH2:4]3)[CH2:2]1)[CH2:8]2 |f:2.3.4,5.6|. Procedure: 2 g (5.1 mmol) of methyl 4-[3-(1-adamantyl)-4-hydroxyphenylethynyl]benzoate, 1.1 ml (8.3 mmol) of 6-bromo-1-hexanol, 1.2 g (8.8 mmol) of potassium carbonate, 20 mg of potassium iodide and 100 ml of 2-butanone were introduced into a round-bottomed flask. The reaction mixture was heated at reflux for twelve hours and was evaporated to dryness, the residue was taken up in water and ethyl acetate and the organic phase was separated by settling, dried over magnesium sulfate and evaporated. The product is N([C@H](CC1=CC=CC=C1)C(=O)O)C(=O)OC(C)(C)C.C1(=CC=CC=C1)S(=O)(=O)N (Boc-D-Phe benzenesulfonamide). Procedure details: Boc-D-Phe-OH (0.20 g), benzenesulfonamide (0.13 g), DMAP (0.11 g) WSCD·HCl (0.17 g) and CH2Cl2 (4 ml) were reacted in a similar manner to that of Preparation 1-1) to give Boc-D-Phe-benzenesulfonamide (0.32 g). The reactants are N([C@H](CC1=CC=CC=C1)C(=O)O)C(=O)OC(C)(C)C (Boc-D-Phe-OH), C1(=CC=CC=C1)S(=O)(=O)N (benzenesulfonamide). The reagents and catalysts are CN(C)C=1C=CN=CC1 (DMAP). Isolated yield 100.5%. As a reaction SMILES: [NH:1]([C:13]([O:15][C:16]([CH3:19])([CH3:18])[CH3:17])=[O:14])[C@@H:2]([C:10]([OH:12])=[O:11])[CH2:3][C:4]1[CH:9]=[CH:8][CH:7]=[CH:6][CH:5]=1.[C:20]1([S:26]([NH2:29])(=[O:28])=[O:27])[CH:25]=[CH:24][CH:23]=[CH:22][CH:21]=1>CN(C1C=CN=CC=1)C.C(Cl)Cl>[NH:1]([C:13]([O:15][C:16]([CH3:19])([CH3:18])[CH3:17])=[O:14])[C@@H:2]([C:10]([OH:12])=[O:11])[CH2:3][C:4]1[CH:9]=[CH:8][CH:7]=[CH:6][CH:5]=1.[C:20]1([S:26]([NH2:29])(=[O:28])=[O:27])[CH:25]=[CH:24][CH:23]=[CH:22][CH:21]=1 |f:4.5|. Run in C(Cl)Cl (CH2Cl2). The reactants are CCO, Cl, I, [NH4+], Nc1ccc2c(c1)CNCCO2, [OH-], O, N=C(S)c1ccsc1. Yields the product N=C(Nc1ccc2c(c1)CNCCO2)c1ccsc1. RXN SMILES: [CH3:25][CH2:26][OH:27].[ClH:1].[IH:14].[NH4+:15].[O:2]1[CH2:3][CH2:4][NH:5][CH2:6][c:7]2[c:8]1[cH:9][cH:10][c:11]([NH2:13])[cH:12]2.[OH-:16].[OH2:28].[s:17]1[cH:18][c:19]([C:22](=[NH:23])[SH:24])[cH:20][cH:21]1>>[O:2]1[CH2:3][CH2:4][NH:5][CH2:6][c:7]2[c:8]1[cH:9][cH:10][c:11]([NH:13][C:22]([c:19]1[cH:18][s:17][cH:21][cH:20]1)=[NH:23])[cH:12]2. The reactants are O (water), FC=1C=CC(=C(N)C1)[N+](=O)[O-] (5-fluoro-2-nitroaniline), C(=O)(OC(C)(C)C)N1CC(C1)O (1-Boc-3-hydroxyazetidine), [H-].[Na+] (NaH). The solvent is CN(C)C=O (DMF), C1(=CC=CC=C1)C (toluene), CC(OCC)=O.O (EA water). Run at temperature 100 celsius. Yields the product C(C)(C)(C)OC(=O)N1CC(C1)OC1=CC(=C(C=C1)[N+](=O)[O-])N (3-(3-Amino-4-nitro-phenoxy)-azetidine-1-carboxylic acid tert-butyl ester). The yield is 84.0%. RXN SMILES: F[C:2]1[CH:3]=[CH:4][C:5]([N+:9]([O-:11])=[O:10])=[C:6]([CH:8]=1)[NH2:7].[C:12]([N:19]1[CH2:22][CH:21]([OH:23])[CH2:20]1)([O:14][C:15]([CH3:18])([CH3:17])[CH3:16])=[O:13].[H-].[Na+].O>CN(C=O)C.CC(=O)OCC.O.C1(C)C=CC=CC=1>[C:15]([O:14][C:12]([N:19]1[CH2:22][CH:21]([O:23][C:2]2[CH:3]=[CH:4][C:5]([N+:9]([O-:11])=[O:10])=[C:6]([NH2:7])[CH:8]=2)[CH2:20]1)=[O:13])([CH3:18])([CH3:16])[CH3:17] |f:2.3,6.7|. Reported procedure: A flask was charged with 5-fluoro-2-nitroaniline (329 mg), 1-Boc-3-hydroxyazetidine (346 mg) and NaH (65% in oil, 62.4 mg) in DMF (6 mL). The mixture was heated at 100° C. for 7 h, cooled down, and diluted water. The solvent was coevaporated with toluene. The residue was taken up in EA/water and the org. layer was evaporated in vacuo. The residue was purified by CC (Biotage, SNAP 25 g cartridge, solvent A: Hept; solvent B: EA; gradient in % B: 8 for 4CV, 8 to 66 over 10CV, 66 for 2CV) to afford ... Starting materials: c1ccc(CN2CCNCC2)cc1, NC(=O)c1sc2nccc(OS(=O)(=O)C(F)(F)F)c2c1N, C1COCCO1. RXN SMILES: [CH2:22]([c:23]1[cH:24][cH:25][cH:26][cH:27][cH:28]1)[N:29]1[CH2:30][CH2:31][NH:32][CH2:33][CH2:34]1.[NH2:1][c:2]1[c:3]([C:19]([NH2:20])=[O:21])[s:4][c:5]2[n:6][cH:7][cH:8][c:9]([O:11][S:12]([C:13]([F:14])([F:15])[F:16])(=[O:17])=[O:18])[c:10]12.[O:35]1[CH2:36][CH2:37][O:38][CH2:39][CH2:40]1>>[NH2:1][c:2]1[c:3]([C:19]([NH2:20])=[O:21])[s:4][c:5]2[n:6][cH:7][cH:8][c:9]([N:32]3[CH2:31][CH2:30][N:29]([CH2:22][c:23]4[cH:24][cH:25][cH:26][cH:27][cH:28]4)[CH2:34][CH2:33]3)[c:10]12. Product: NC(=O)c1sc2nccc(N3CCN(Cc4ccccc4)CC3)c2c1N. Reactants: BrC1=CSC=C1 (3-bromothiophene), Cl (hydrochloric acid), [Na] (sodium), C(CCO)O (1,3-propandiol), ice. Reagents/catalysts: [Cu]=O (copper(II) oxide), [Cu]I (copper(I) iodide). Conditions: time 1 hour. Yields the product S1C=C(C=C1)OCCCO (3-(3-thienyloxy)propanol). As a reaction SMILES: [Na].Br[C:3]1[CH:7]=[CH:6][S:5][CH:4]=1.Cl.[CH2:9]([OH:13])[CH2:10][CH2:11][OH:12]>[Cu]I.[Cu]=O>[S:5]1[CH:6]=[CH:7][C:3]([O:12][CH2:11][CH2:10][CH2:9][OH:13])=[CH:4]1 |^1:0|. Procedure details: 68 mg of sodium was added to 10 ml of 1,3-propandiol, and the mixture was stirred at room temperature for 1 hour. The reaction solution was warmed to 70° C., and to this solution were added, 126 μl of 3-bromothiophene, 13 mg of copper(I) iodide and 16 mg of copper(II) oxide. The mixture was heated at 150° C. with stirring for 20 hours, and then poured into the ice-cold water. The resulting solution was neutralized with diluted hydrochloric acid, and extracted with ethyl ether. The extract was wo... The reactants are N1=CC=C(C=C1)C1=NN2C(C=CC=C2)=N1 (2-(4-Pyridyl)-s-triazolo[1,5-a]pyridine), S(=O)(=O)(OC)OC (dimethyl sulphate). The solvent is CO (methanol), CO (methanol). Product: COS(=O)(=O)[O-].C[N+]1=CC=C(C=C1)C1=NN2C(C=CC=C2)=N1 (2-(1-methylpyridinium-4-yl)-s-triazolo[1,5-a] pyridine methyl sulphate). Isolated yield 295.0%. Reaction SMILES: [N:1]1[CH:6]=[CH:5][C:4]([C:7]2[N:15]=[C:10]3[CH:11]=[CH:12][CH:13]=[CH:14][N:9]3[N:8]=2)=[CH:3][CH:2]=1.[S:16]([O:21]C)([O:19][CH3:20])(=[O:18])=[O:17]>CO>[CH3:20][O:19][S:16]([O-:21])(=[O:18])=[O:17].[CH3:20][N+:1]1[CH:6]=[CH:5][C:4]([C:7]2[N:15]=[C:10]3[CH:11]=[CH:12][CH:13]=[CH:14][N:9]3[N:8]=2)=[CH:3][CH:2]=1 |f:3.4|. Procedure: 2-(4-Pyridyl)-s-triazolo[1,5-a]pyridine (4.0g) prepared as in Example I stage (a) was dissolved in methanol (20 ml), and dimethyl sulphate (1.30g) was added. The mixture was refluxed for 1 hour, and methanol (20 ml) was added. The mixture was then heated to give a solution, which was left to crystallise to yield 4.9g of 2-(1-methylpyridinium-4-yl)-s-triazolo[1,5-a] pyridine methyl sulphate, m.p. 276°-280° C. (decomp). Starting materials: C1CCOC1, CN1CCN(C(=O)c2ccc(Nc3nc(Cl)ccc3C(N)=O)cc2)CC1, OB(O)c1ccc(F)cc1F, [K+], [K+], O=C([O-])[O-], c1ccc(P(c2ccccc2)(c2ccccc2)[Pd](P(c2ccccc2)(c2ccccc2)c2ccccc2)(P(c2ccccc2)(c2ccccc2)c2ccccc2)P(c2ccccc2)(c2ccccc2)c2ccccc2)cc1. Product: CN1CCN(C(=O)c2ccc(Nc3nc(-c4ccc(F)cc4F)ccc3C(N)=O)cc2)CC1. Reaction SMILES: [CH2:44]1[O:45][CH2:46][CH2:47][CH2:48]1.[Cl:1][c:2]1[n:3][c:4]([NH:11][c:12]2[cH:13][cH:14][c:15]([C:18](=[O:19])[N:20]3[CH2:21][CH2:22][N:23]([CH3:26])[CH2:24][CH2:25]3)[cH:16][cH:17]2)[c:5]([C:6](=[O:7])[NH2:8])[cH:9][cH:10]1.[F:27][c:28]1[c:29]([B:35]([OH:36])[OH:37])[cH:30][cH:31][c:32]([F:34])[cH:33]1.[K+:38].[K+:39].[O-:40][C:41]([O-:42])=[O:43].[cH:49]1[cH:50][cH:51][c:52]([P:53]([Pd:54]([P:55]([c:56]2[cH:57][cH:58][cH:59][cH:60][cH:61]2)([c:62]2[cH:63][cH:64][cH:65][cH:66][cH:67]2)[c:68]2[cH:69][cH:70][cH:71][cH:72][cH:73]2)([P:74]([c:75]2[cH:76][cH:77][cH:78][cH:79][cH:80]2)([c:81]2[cH:82][cH:83][cH:84][cH:85][cH:86]2)[c:87]2[cH:88][cH:89][cH:90][cH:91][cH:92]2)[P:93]([c:94]2[cH:95][cH:96][cH:97][cH:98][cH:99]2)([c:100]2[cH:101][cH:102][cH:103][cH:104][cH:105]2)[c:106]2[cH:107][cH:108][cH:109][cH:110][cH:111]2)([c:112]2[cH:113][cH:114][cH:115][cH:116][cH:117]2)[c:118]2[cH:119][cH:120][cH:121][cH:122][cH:123]2)[cH:124][cH:125]1>>[c:2]1(-[c:29]2[c:28]([F:27])[cH:33][c:32]([F:34])[cH:31][cH:30]2)[n:3][c:4]([NH:11][c:12]2[cH:13][cH:14][c:15]([C:18](=[O:19])[N:20]3[CH2:21][CH2:22][N:23]([CH3:26])[CH2:24][CH2:25]3)[cH:16][cH:17]2)[c:5]([C:6](=[O:7])[NH2:8])[cH:9][cH:10]1. Starting materials: CN(C)CCNC(=O)c1nccc2c1ncn2-c1ccc([N+](=O)[O-])cc1, O=C=Nc1ccc(Cl)c(C(F)(F)F)c1. Product: CN(C)CCNC(=O)c1nccc2c1ncn2-c1ccc(NC(=O)Nc2ccc(Cl)c(C(F)(F)F)c2)cc1. As a reaction SMILES: [CH3:1][N:2]([CH2:3][CH2:4][NH:5][C:6](=[O:7])[c:8]1[n:9][cH:10][cH:11][c:12]2[c:13]1[n:14][cH:15][n:16]2-[c:17]1[cH:18][cH:19][c:20]([N+:23]([O-:24])=[O:25])[cH:21][cH:22]1)[CH3:26].[Cl:27][c:28]1[c:29]([C:37]([F:38])([F:39])[F:40])[cH:30][c:31]([N:34]=[C:35]=[O:36])[cH:32][cH:33]1>>[CH3:1][N:2]([CH2:3][CH2:4][NH:5][C:6](=[O:7])[c:8]1[n:9][cH:10][cH:11][c:12]2[c:13]1[n:14][cH:15][n:16]2-[c:17]1[cH:18][cH:19][c:20]([NH:23][C:35]([NH:34][c:31]2[cH:30][c:29]([C:37]([F:38])([F:39])[F:40])[c:28]([Cl:27])[cH:33][cH:32]2)=[O:36])[cH:21][cH:22]1)[CH3:26]. The reactants are C(C1=CC=CC=C1)N1C(=NC2=C1C=C(C=C2)OCCCl)C2=CC(=C(C(=C2)OC)OC)OC (1-benzyl-2-(3,4,5-trimethoxyphenyl)-6-(2-chloroethoxy)benzimidazole), N1(CCCCC1)C1CCNCC1 (4-(piperdin-1-yl)piperidine), C(C)(C)N(C(C)C)CC (N,N-diisopropylethylamine). Reagents/catalysts: [I-].C(CCC)[N+](CCCC)(CCCC)CCCC (tetra-n-butylammonium iodide). Run in C(C)#N (acetonitrile). Run at time 8 hour. Product: C(C1=CC=CC=C1)N1C(=NC2=C1C=C(C=C2)OCCN2CCC(CC2)N2CCCCC2)C2=CC(=C(C(=C2)OC)OC)OC (1-benzyl-2-(3,4,5-trimethoxyphenyl)-6-[2-[4-(piperidin-1-yl)piperdin-1-yl]ethoxy]benzimidazole). Reaction SMILES: [CH2:1]([N:8]1[C:12]2[CH:13]=[C:14]([O:17][CH2:18][CH2:19]Cl)[CH:15]=[CH:16][C:11]=2[N:10]=[C:9]1[C:21]1[CH:26]=[C:25]([O:27][CH3:28])[C:24]([O:29][CH3:30])=[C:23]([O:31][CH3:32])[CH:22]=1)[C:2]1[CH:7]=[CH:6][CH:5]=[CH:4][CH:3]=1.[N:33]1([CH:39]2[CH2:44][CH2:43][NH:42][CH2:41][CH2:40]2)[CH2:38][CH2:37][CH2:36][CH2:35][CH2:34]1.C(N(CC)C(C)C)(C)C>[I-].C([N+](CCCC)(CCCC)CCCC)CCC.C(#N)C>[CH2:1]([N:8]1[C:12]2[CH:13]=[C:14]([O:17][CH2:18][CH2:19][N:42]3[CH2:43][CH2:44][CH:39]([N:33]4[CH2:38][CH2:37][CH2:36][CH2:35][CH2:34]4)[CH2:40][CH2:41]3)[CH:15]=[CH:16][C:11]=2[N:10]=[C:9]1[C:21]1[CH:26]=[C:25]([O:27][CH3:28])[C:24]([O:29][CH3:30])=[C:23]([O:31][CH3:32])[CH:22]=1)[C:2]1[CH:7]=[CH:6][CH:5]=[CH:4][CH:3]=1 |f:3.4|. Reported procedure: The title compound was prepared by reacting the compound of Example 76, supra, (0.45 g, 1.0 mmol) with 4-(piperdin-1-yl)piperidine (2.0 g, 11.9 mmol) in the presence of the base N,N-diisopropylethylamine, tetra-n-butylammonium iodide and acetonitrile at 80° C. After incubating overnight at 80° C. the reaction was washed with water (2×500 ml), followed by a wash with a saturated sodium chloride solution (1×500 ml). The organic phase was then dried over potassium carbonate and the solvents were re...